From a dataset of the Open Reaction Database (ORD), a public repository of structured organic reaction records. describe an organic reaction: reactants, conditions, products, and yield Product: C(#N)CSC1=C(C=CC(=C1)F)NC(C)=O (N-(2-Cyanomethylsulfanyl-4-fluoro-phenyl)acetamide). Conditions: temperature 0 celsius, time 1 hour. The solvent is C1CCOC1 (THF), C1CCOC1 (THF), C1CCOC1 (THF). RXN SMILES: [C:1](Cl)(=[O:3])[CH3:2].N1C=CC=CC=1.[NH2:11][C:12]1[CH:17]=[CH:16][C:15]([F:18])=[CH:14][C:13]=1[S:19][CH2:20][C:21]#[N:22]>C1COCC1>[C:21]([CH2:20][S:19][C:13]1[CH:14]=[C:15]([F:18])[CH:16]=[CH:17][C:12]=1[NH:11][C:1](=[O:3])[CH3:2])#[N:22]. Procedure: Acetyl chloride (1.9 ml) in THF (10 ml) and subsequently pyridine (2.15 ml) in THF (10 ml) was added to a stirred solution of (2-amino-5-fluoro-phenylsulfanyl)acetonitrile (4.39 g) in THF (40 ml) at 0° C. The mixture was stirred at 0° C. for 1 h. Then the solvent was removed in vacuo and the residue was triturated with water (100 ml). The precipitate was filtered off and dried. Crude yield 4.45 g (82%); mp 97-100° C. The title compound could be further purified by recrystallization from 96% etha... Starting materials: C(C)(=O)Cl (Acetyl chloride), N1=CC=CC=C1 (pyridine), NC1=C(C=C(C=C1)F)SCC#N ((2-amino-5-fluoro-phenylsulfanyl)acetonitrile).